Dataset: the Open Reaction Database (ORD), a public repository of structured organic reaction records. Task: describe an organic reaction: reactants, conditions, products, and yield Reactants: N1=CN=C(C=C1)C=1C(=NC=CC1)NC=1C=C(C(=O)O)C=CC1C(F)(F)F (3-(3-(Pyrimidin-4-yl)pyridin-2-ylamino)-4-(trifluoromethyl)benzoic acid), CCN(C(C)C)C(C)C (DIPEA), FC(C=1C=C(C=CC1)N)(F)F (3-(trifluoromethyl)benzenamine), CN(C)C(=[N+](C)C)ON1C2=C(C=CC=C2)N=N1.[B-](F)(F)(F)F (TBTU). Run at time 16 hour. Procedure details: 3-(3-(Pyrimidin-4-yl)pyridin-2-ylamino)-4-(trifluoromethyl)benzoic acid (0.13 g, 0.36 mmol), 3-(trifluoromethyl)benzenamine (0.070 g, 0.43 mmol), TBTU (0.14 g, 0.43 mmol), DIPEA (0.13 ml, 0.72 mmol) were all mixed together in a 25 ml flask containing 3 ml of DMF. The mixture was stirred together at room temperature for 16 hours. The reaction was then diluted with an aqueous saturated solution of sodium bicarbonate and extracted with DCM. The organic layer was washed (2×) with an aqueous saturate... As a reaction SMILES: [N:1]1[CH:6]=[CH:5][C:4]([C:7]2[C:8]([NH:13][C:14]3[CH:15]=[C:16]([CH:20]=[CH:21][C:22]=3[C:23]([F:26])([F:25])[F:24])[C:17](O)=[O:18])=[N:9][CH:10]=[CH:11][CH:12]=2)=[N:3][CH:2]=1.[F:27][C:28]([F:37])([F:36])[C:29]1[CH:30]=[C:31]([NH2:35])[CH:32]=[CH:33][CH:34]=1.CN(C(ON1N=NC2C=CC=CC1=2)=[N+](C)C)C.[B-](F)(F)(F)F.CCN(C(C)C)C(C)C>C(=O)(O)[O-].[Na+].CN(C=O)C>[N:1]1[CH:6]=[CH:5][C:4]([C:7]2[C:8]([NH:13][C:14]3[CH:15]=[C:16]([CH:20]=[CH:21][C:22]=3[C:23]([F:26])([F:24])[F:25])[C:17]([NH:35][C:31]3[CH:32]=[CH:33][CH:34]=[C:29]([C:28]([F:36])([F:37])[F:27])[CH:30]=3)=[O:18])=[N:9][CH:10]=[CH:11][CH:12]=2)=[N:3][CH:2]=1 |f:2.3,5.6|. Product: N1=CN=C(C=C1)C=1C(=NC=CC1)NC=1C=C(C(=O)NC2=CC(=CC=C2)C(F)(F)F)C=CC1C(F)(F)F (3-(3-(pyrimidin-4-yl)pyridin-2-ylamino)-4-(trifluoromethyl)-N-(3-(trifluoromethyl)phenyl)benzamide). Solvent: C([O-])(O)=O.[Na+] (sodium bicarbonate), CN(C)C=O (DMF). Reactants: C=CC(C)=O, Cc1ccc(S(=O)(=O)O)cc1, Oc1ccc(F)cc1, CCOCC, c1ccccc1. The product is CC(=O)CCOc1ccc(F)cc1. As a reaction SMILES: [CH3:26][C:27]([CH:28]=[CH2:29])=[O:30].[CH3:9][c:10]1[cH:11][cH:12][c:13]([S:14](=[O:15])(=[O:16])[OH:17])[cH:18][cH:19]1.[F:1][c:2]1[cH:3][cH:4][c:5]([OH:8])[cH:6][cH:7]1.[O:31]([CH2:32][CH3:33])[CH2:34][CH3:35].[cH:20]1[cH:21][cH:22][cH:23][cH:24][cH:25]1>>[F:1][c:2]1[cH:3][cH:4][c:5]([O:8][CH2:29][CH2:28][C:27]([CH3:26])=[O:30])[cH:6][cH:7]1. Starting materials: C1[C@@H](CC[C@H](C1)C(=O)O)CN (tranexamic acid), ClCCOC(=O)Cl (chloroethylchloroformate), CN1CCOCC1 (NMM), C(CC)(=O)O (propionic acid), Cl[Si](C)(C)C (chlorotrimethylsilane), CN1CCOCC1 (N-methylmorpholine). Solvent: ClCCl (dichloromethane). Yields the product C(CC)(=O)OCCOC(=O)NC[C@@H]1CC[C@H](CC1)C(=O)O (trans-4-{[-(Propanoyloxy)ethoxycarbonyl]aminomethyl}-Cyclohexanecarboxylic Acid). Yield: 6.8%. As a reaction SMILES: [CH2:1]1[CH2:6][C@H:5]([C:7]([OH:9])=[O:8])[CH2:4][CH2:3][C@H:2]1[CH2:10][NH2:11].Cl[Si](C)(C)C.CN1CCOCC1.Cl[CH2:25][CH2:26][O:27][C:28](Cl)=[O:29].[C:31]([OH:35])(=[O:34])[CH2:32][CH3:33]>ClCCl>[C:31]([O:35][CH2:25][CH2:26][O:27][C:28]([NH:11][CH2:10][C@H:2]1[CH2:3][CH2:4][C@H:5]([C:7]([OH:9])=[O:8])[CH2:6][CH2:1]1)=[O:29])(=[O:34])[CH2:32][CH3:33]. Procedure: Following the general procedure for the one pot synthesis, tranexamic acid (786 mg, 5.0 mmol) was reacted with chlorotrimethylsilane (1.396 mL, 1.195 g, 11.0 mmol) in anhydrous dichloromethane (10 mL) and in the presence of N-methylmorpholine (1.374 mL, 1.264 g, 12.5 mmol). Subsequent reaction of the intermediate with chloroethylchloroformate (0.82 mL, 1.07 g, 7.5 mmol) followed by a mixture of NMM (2.75 mL, 2.53 g, 25 mmol) and propionic acid (3.73 mL, 3.70 g, 50 mmol) yielded the title compoun...